This data is from the Open Reaction Database (ORD), a public repository of structured organic reaction records. The task is: describe an organic reaction: reactants, conditions, products, and yield The reactants are CC(C)C(NC(=O)OCc1ccccc1)C(=O)O, CCC(CC)(CO)CO, CN(C)c1ccncc1, C(=NC1CCCCC1)=NC1CCCCC1, ClCCl. The product is CCC(CC)(CO)COC(=O)C(NC(=O)OCc1ccccc1)C(C)C. Reaction SMILES: [CH2:10]([c:11]1[cH:12][cH:13][cH:14][cH:15][cH:16]1)[O:17][C:18](=[O:19])[NH:20][CH:21]([CH:22]([CH3:23])[CH3:24])[C:25](=[O:26])[OH:27].[CH2:1]([CH3:2])[C:3]([CH2:4][OH:5])([CH2:6][CH3:7])[CH2:8][OH:9].[CH3:43][N:44]([CH3:45])[c:46]1[cH:47][cH:48][n:49][cH:50][cH:51]1.[CH:28]1([N:29]=[C:30]=[N:31][CH:32]2[CH2:33][CH2:34][CH2:35][CH2:36][CH2:37]2)[CH2:38][CH2:39][CH2:40][CH2:41][CH2:42]1.[Cl:52][CH2:53][Cl:54]>>[CH2:1]([CH3:2])[C:3]([CH2:4][O:5][C:25]([CH:21]([NH:20][C:18]([O:17][CH2:10][c:11]1[cH:12][cH:13][cH:14][cH:15][cH:16]1)=[O:19])[CH:22]([CH3:23])[CH3:24])=[O:26])([CH2:6][CH3:7])[CH2:8][OH:9]. The reactants are CCOC(C)OC1CCC(C)C(OC(C)=O)C=CC(C)C(C(C)=CC=CC(C)(CC2OC2C(C)C(CC)OC(C)OCC)OC(C)OCC)OC(=O)C1, O=C([O-])[O-], CO, CCOC(C)=O, [K+], [K+]. Product: CCOC(C)OC1CCC(C)C(O)C=CC(C)C(C(C)=CC=CC(C)(CC2OC2C(C)C(CC)OC(C)OCC)OC(C)OCC)OC(=O)C1. As a reaction SMILES: [C:1](=[O:2])([CH3:3])[O:4][CH:5]1[CH:6]([CH3:53])[CH2:7][CH2:8][CH:9]([O:47][CH:48]([CH3:49])[O:50][CH2:51][CH3:52])[CH2:10][C:11](=[O:12])[O:13][CH:14]([C:19](=[CH:20][CH:21]=[CH:22][C:23]([CH2:24][CH:25]2[CH:26]([CH:27]([CH:28]([CH2:29][CH3:30])[O:31][CH:32]([CH3:33])[O:34][CH2:35][CH3:36])[CH3:37])[O:38]2)([CH3:39])[O:40][CH:41]([CH3:42])[O:43][CH2:44][CH3:45])[CH3:46])[CH:15]([CH3:18])[CH:16]=[CH:17]1.[C:54](=[O:55])([O-:56])[O-:57].[CH3:60][OH:61].[CH3:62][CH2:63][O:64][C:65](=[O:66])[CH3:67].[K+:58].[K+:59]>>[OH:4][CH:5]1[CH:6]([CH3:53])[CH2:7][CH2:8][CH:9]([O:47][CH:48]([CH3:49])[O:50][CH2:51][CH3:52])[CH2:10][C:11](=[O:12])[O:13][CH:14]([C:19](=[CH:20][CH:21]=[CH:22][C:23]([CH2:24][CH:25]2[CH:26]([CH:27]([CH:28]([CH2:29][CH3:30])[O:31][CH:32]([CH3:33])[O:34][CH2:35][CH3:36])[CH3:37])[O:38]2)([CH3:39])[O:40][CH:41]([CH3:42])[O:43][CH2:44][CH3:45])[CH3:46])[CH:15]([CH3:18])[CH:16]=[CH:17]1. The reactants are C=O, CN(C)C=O, O=C[O-], [Na+], Cc1ccc(S(=O)(=O)NC(=O)C(c2ccc3c(c2)OCO3)c2cn(C)c3cc(Br)ccc23)cc1. Yields the product Cc1ccc(S(=O)(=O)NC(=O)C(c2ccc3c(c2)OCO3)c2cn(C)c3cc(C=O)ccc23)cc1. Reaction SMILES: [C:1]=[O:2].[CH3:41][N:42]([CH3:43])[CH:44]=[O:45].[CH:37](=[O:38])[O-:39].[Na+:40].[O:3]1[CH2:4][O:5][c:6]2[c:7]1[cH:8][cH:9][c:10]([CH:12]([C:13](=[O:14])[NH:15][S:16](=[O:17])(=[O:18])[c:19]1[cH:20][cH:21][c:22]([CH3:25])[cH:23][cH:24]1)[c:26]1[cH:27][n:28]([CH3:36])[c:29]3[cH:30][c:31]([Br:35])[cH:32][cH:33][c:34]13)[cH:11]2>>[O:3]1[CH2:4][O:5][c:6]2[c:7]1[cH:8][cH:9][c:10]([CH:12]([C:13](=[O:14])[NH:15][S:16](=[O:17])(=[O:18])[c:19]1[cH:20][cH:21][c:22]([CH3:25])[cH:23][cH:24]1)[c:26]1[cH:27][n:28]([CH3:36])[c:29]3[cH:30][c:31]([CH:37]=[O:38])[cH:32][cH:33][c:34]13)[cH:11]2. The reactants are C[O-].[Na+] (sodium methoxide), ClC1=C(C=CC(=C1)[N+](=O)[O-])NC(OCCCl)=O (2-chloroethyl (2-chloro-4-nitrophenyl)carbamate). Run in CO (methanol), C(C)O (ethanol). Product: ClC1=C(C=CC(=C1)[N+](=O)[O-])N1C(OCC1)=O (3-(2-chloro-4-nitrophenyl)-2-oxazolidinone). As a reaction SMILES: C[O-].[Na+].[Cl:4][C:5]1[CH:10]=[C:9]([N+:11]([O-:13])=[O:12])[CH:8]=[CH:7][C:6]=1[NH:14][C:15](=[O:20])[O:16][CH2:17][CH2:18]Cl>CO.C(O)C>[Cl:4][C:5]1[CH:10]=[C:9]([N+:11]([O-:13])=[O:12])[CH:8]=[CH:7][C:6]=1[N:14]1[CH2:18][CH2:17][O:16][C:15]1=[O:20] |f:0.1|. Procedure details: A solution of 11.25 g of sodium methoxide in 50 ml of methanol was added drop-by-drop to a stirred solution of 58.0 g of 1A in 400 ml of ethanol. The mixture was refluxed for 5 minutes, then the volatile materials were evaporated under reduced pressure. The residue was treated with water and extracted with ether. The extract was dried and concentrated under reduced pressure. The residue was cooled and filtered to give 3-(2-chloro-4-nitrophenyl)-2-oxazolidinone (1B), as a white solid, mp: 94°-96°...